From a dataset of the Open Reaction Database (ORD), a public repository of structured organic reaction records. describe an organic reaction: reactants, conditions, products, and yield Solvent: CO (MeOH), O (water). The yield is 93.8%. The product is OC(C)(C=1SC(=CN1)C1=CC(=CC(=C1)NC1=NC=CC(=N1)C(F)(F)F)C)C1=CC=C(C=N1)C(=O)O (6-{1-Hydroxy-1-[5-(3-methyl-5-{[4-(trifluoromethyl)pyrimidin-2-yl]amino}phenyl)-1,3-thiazol-2-yl]ethyl}pyridine-3-carboxylic acid). Procedure details: The product of Step 2 (366 mg, 0.710 mmol) was taken up in MeOH (8.0 ml) in a microwave vial, and sodium hydroxide (1.0 M in H2O, 1.42 ml, 1.42 mmol) was added. The reaction was heated to 100° C. for 10 min in the microwave. The colorless solution was adjusted to a pH of 3-4 with 1 N HCl, diluted with water, and extracted with 15% IPA/CHCl3 (2×). The combined organic layers were dried (MgSO4), filtered and evaporated to a yellow solid that was triturated with CH2Cl2/hexanes, filtered, and dried ... Reactants: OC(C)(C=1SC(=CN1)C1=CC(=CC(=C1)NC1=NC=CC(=N1)C(F)(F)F)C)C1=CC=C(C=N1)C(=O)OC (methyl 6-{1-hydroxy-1-[5-(3-methyl-5-{[4-(trifluoromethyl)pyrimidin-2-yl]amino}phenyl)-1,3-thiazol-2-yl]ethyl}pyridine-3-carboxylate), [OH-].[Na+] (sodium hydroxide), Cl (HCl). Run at temperature 100 celsius. Reaction SMILES: [OH:1][C:2]([C:27]1[N:32]=[CH:31][C:30]([C:33]([O:35]C)=[O:34])=[CH:29][CH:28]=1)([C:4]1[S:5][C:6]([C:9]2[CH:14]=[C:13]([NH:15][C:16]3[N:21]=[C:20]([C:22]([F:25])([F:24])[F:23])[CH:19]=[CH:18][N:17]=3)[CH:12]=[C:11]([CH3:26])[CH:10]=2)=[CH:7][N:8]=1)[CH3:3].[OH-].[Na+].Cl>CO.O>[OH:1][C:2]([C:27]1[N:32]=[CH:31][C:30]([C:33]([OH:35])=[O:34])=[CH:29][CH:28]=1)([C:4]1[S:5][C:6]([C:9]2[CH:14]=[C:13]([NH:15][C:16]3[N:21]=[C:20]([C:22]([F:25])([F:24])[F:23])[CH:19]=[CH:18][N:17]=3)[CH:12]=[C:11]([CH3:26])[CH:10]=2)=[CH:7][N:8]=1)[CH3:3] |f:1.2|.